Dataset: the Open Reaction Database (ORD), a public repository of structured organic reaction records. Task: describe an organic reaction: reactants, conditions, products, and yield Starting materials: C1CCOC1, CI, CN(C)C(=O)N1CC(c2cc(F)ccc2F)=CC1(CCCNCC(F)F)c1ccccc1, [H-], [Na+]. Product: CN(CCCC1(c2ccccc2)C=C(c2cc(F)ccc2F)CN1C(=O)N(C)C)CC(F)F. RXN SMILES: [CH2:37]1[O:38][CH2:39][CH2:40][CH2:41]1.[CH3:35][I:36].[F:1][CH:2]([CH2:3][NH:4][CH2:5][CH2:6][CH2:7][C:8]1([c:26]2[cH:27][cH:28][cH:29][cH:30][cH:31]2)[N:9]([C:21](=[O:22])[N:23]([CH3:24])[CH3:25])[CH2:10][C:11]([c:13]2[c:14]([F:20])[cH:15][cH:16][c:17]([F:19])[cH:18]2)=[CH:12]1)[F:32].[H-:34].[Na+:33]>>[F:1][CH:2]([CH2:3][N:4]([CH2:5][CH2:6][CH2:7][C:8]1([c:26]2[cH:27][cH:28][cH:29][cH:30][cH:31]2)[N:9]([C:21](=[O:22])[N:23]([CH3:24])[CH3:25])[CH2:10][C:11]([c:13]2[c:14]([F:20])[cH:15][cH:16][c:17]([F:19])[cH:18]2)=[CH:12]1)[CH3:35])[F:32]. The reactants are ClC1=NC=CC=C1S(=O)(=O)Cl (2-chloropyridine-3-sulfonyl chloride), COC=1C=C(C=NC1C)N (5-methoxy-6-methylpyridin-3-amine), N1=CC=CC=C1 (pyridine). The solvent is C(Cl)Cl (DCM). Product: ClC1=NC=CC=C1S(=O)(=O)NC=1C=NC(=C(C1)OC)C (2-Chloro-N-(5-methoxy-6-methylpyridin-3-yl)pyridine-3-sulfonamide). Isolated yield 16.9%. Reaction SMILES: [Cl:1][C:2]1[C:7]([S:8](Cl)(=[O:10])=[O:9])=[CH:6][CH:5]=[CH:4][N:3]=1.[CH3:12][O:13][C:14]1[CH:15]=[C:16]([NH2:21])[CH:17]=[N:18][C:19]=1[CH3:20].N1C=CC=CC=1>C(Cl)Cl>[Cl:1][C:2]1[C:7]([S:8]([NH:21][C:16]2[CH:17]=[N:18][C:19]([CH3:20])=[C:14]([O:13][CH3:12])[CH:15]=2)(=[O:10])=[O:9])=[CH:6][CH:5]=[CH:4][N:3]=1. Procedure details: The title compound (117 mg, 0.372 mmol) was prepared from 2-chloropyridine-3-sulfonyl chloride (469 mg, 2.2 mmol), 5-methoxy-6-methylpyridin-3-amine (336 mg, 2.4 mmol) and pyridine (0.54 mL, 7.5 mmol) in DCM (9 mL) at 0° C. to rt using the methods of (IntC1). Reactants: BrCC(=O)NC1=C(C=C(C=C1)OC)[N+](=O)[O-] (2-Bromo-N-(4-methoxy-2-nitro-phenyl)-acetamide), C([O-])([O-])=O.[Na+].[Na+] (sodium carbonate), Cl.COC1=C(C=C(C=C1)N1CCNCC1)C(F)(F)F (1-(4-Methoxy-3-trifluoromethyl-phenyl)-piperazine hydrochloride). The solvent is C(C)O (ethanol). Run at time 8 hour. Yields the product COC1=CC(=C(C=C1)NC(CN1CCN(CC1)C1=CC(=C(C=C1)OC)C(F)(F)F)=O)[N+](=O)[O-] (N-(4-Methoxy-2-nitro-phenyl)-2-[4-(4-methoxy-3-trifluoromethyl-phenyl)-piperazin-1-yl]acetamide). As a reaction SMILES: Br[CH2:2][C:3]([NH:5][C:6]1[CH:11]=[CH:10][C:9]([O:12][CH3:13])=[CH:8][C:7]=1[N+:14]([O-:16])=[O:15])=[O:4].C(=O)([O-])[O-].[Na+].[Na+].Cl.[CH3:24][O:25][C:26]1[CH:31]=[CH:30][C:29]([N:32]2[CH2:37][CH2:36][NH:35][CH2:34][CH2:33]2)=[CH:28][C:27]=1[C:38]([F:41])([F:40])[F:39]>C(O)C>[CH3:13][O:12][C:9]1[CH:10]=[CH:11][C:6]([NH:5][C:3](=[O:4])[CH2:2][N:35]2[CH2:34][CH2:33][N:32]([C:29]3[CH:30]=[CH:31][C:26]([O:25][CH3:24])=[C:27]([C:38]([F:40])([F:41])[F:39])[CH:28]=3)[CH2:37][CH2:36]2)=[C:7]([N+:14]([O-:16])=[O:15])[CH:8]=1 |f:1.2.3,4.5|. Reported procedure: 2-Bromo-N-(4-methoxy-2-nitro-phenyl)-acetamide (6.7 g; 19.6 mmol) is dissolved in 200 ml ethanol in the presence of 6.3 g sodium carbonate. 1-(4-Methoxy-3-trifluoromethyl-phenyl)-piperazine hydrochloride (5.8 g; 19.6 mmol) is added to the resulting suspension and the mixture is stirred overnight at room temperature. The mixture is evaporated to dryness under vacuum and the residue is taken up with water and ethylacetate. The organic phase is separated and washed twice with water. After drying ov... Starting materials: BrC1=CC(=C(C=C1)C(=O)N1CCN(CC1)C1=NC(=C(C=C1C)C)C)C ((4-bromo-2-methylphenyl)[4-(3,5,6-trimethylpyridin-2-yl)piperazin-1-yl]methanone), C[C@H]1NC(OC1)=O ((R)-4-methyloxazolidin-2-one). Product: C[C@H]1N(C(OC1)=O)C1=CC(=C(C=C1)C(=O)N1CCN(CC1)C1=NC(=C(C=C1C)C)C)C ((R)-4-methyl-3-{3-methyl-4-[4-(3,5,6-trimethylpyridin-2-yl)piperazine-1-carbonyl]phenyl}oxazolidin-2-one). Yield: 57.6%. Reaction SMILES: Br[C:2]1[CH:7]=[CH:6][C:5]([C:8]([N:10]2[CH2:15][CH2:14][N:13]([C:16]3[C:21]([CH3:22])=[CH:20][C:19]([CH3:23])=[C:18]([CH3:24])[N:17]=3)[CH2:12][CH2:11]2)=[O:9])=[C:4]([CH3:25])[CH:3]=1.[CH3:26][C@@H:27]1[CH2:31][O:30][C:29](=[O:32])[NH:28]1>>[CH3:26][C@@H:27]1[CH2:31][O:30][C:29](=[O:32])[N:28]1[C:2]1[CH:7]=[CH:6][C:5]([C:8]([N:10]2[CH2:15][CH2:14][N:13]([C:16]3[C:21]([CH3:22])=[CH:20][C:19]([CH3:23])=[C:18]([CH3:24])[N:17]=3)[CH2:12][CH2:11]2)=[O:9])=[C:4]([CH3:25])[CH:3]=1. Reported procedure: By reaction and treatment in the same manner as in Example 1 and using (4-bromo-2-methylphenyl)[4-(3,5,6-trimethylpyridin-2-yl)piperazin-1-yl]methanone (172 mg) described in Preparation Example 132 and (R)-4-methyloxazolidin-2-one (65 mg) described in Preparation Example 25, the title compound (104 mg) was obtained. Reactants: [C@@H]12[C@@H](CCC3=CC=CC=C13)O2 ((1S,2R)-3,4-Dihydronaphthalene oxide), C(Cl)(Cl)Cl (CHCl3). Yields the product C[C@@]1(CO1)C1=CC=CC=C1 ((S)-α-Methylstyrene oxide). As a reaction SMILES: [C@@H:1]12[O:11][C@@H:2]1CC[C:5]1[C:10]2=[CH:9][CH:8]=[CH:7][CH:6]=1.[CH:12](Cl)(Cl)Cl>>[CH3:12][C@@:1]1([C:10]2[CH:9]=[CH:8][CH:7]=[CH:6][CH:5]=2)[O:11][CH2:2]1. Procedure: (1S,2R)-3,4-Dihydronaphthalene oxide (Table 6, entry 5) Colorless oil, [α]25D=−38.8° (c 0.91, CHCl3). The reactants are CCOc1ccc(C(F)(F)F)cc1N, COc1cc(C(F)(F)F)ccc1NC(=O)Nc1ccc(B2OC(C)(C)C(C)(C)O2)cc1, CC1(C)OB(c2ccc(N=C=O)cc2)OC1(C)C. Product: CCOc1ccc(C(F)(F)F)cc1NC(=O)Nc1ccc(B2OC(C)(C)C(C)(C)O2)cc1. Reaction SMILES: [CH2:1]([CH3:2])[O:3][c:4]1[c:5]([NH2:14])[cH:6][c:7]([C:10]([F:11])([F:12])[F:13])[cH:8][cH:9]1.[CH3:33][O:34][c:35]1[cH:36][c:37]([C:38]([F:39])([F:40])[F:41])[cH:42][cH:43][c:44]1[NH:45][C:46]([NH:47][c:48]1[cH:49][cH:50][c:51]([B:52]2[O:53][C:54]([CH3:55])([CH3:56])[C:57]([CH3:58])([CH3:59])[O:60]2)[cH:61][cH:62]1)=[O:63].[N:15](=[C:16]=[O:17])[c:18]1[cH:19][cH:20][c:21]([B:24]2[O:25][C:26]([CH3:31])([CH3:32])[C:27]([CH3:29])([CH3:30])[O:28]2)[cH:22][cH:23]1>>[CH2:1]([CH3:2])[O:3][c:4]1[c:5]([NH:14][C:16]([NH:15][c:18]2[cH:19][cH:20][c:21]([B:24]3[O:25][C:26]([CH3:31])([CH3:32])[C:27]([CH3:29])([CH3:30])[O:28]3)[cH:22][cH:23]2)=[O:17])[cH:6][c:7]([C:10]([F:11])([F:12])[F:13])[cH:8][cH:9]1. Starting materials: 1, [F-].[K+] (KF), C(=O)(C(C(F)(F)F)(OC(C(C(F)(F)F)(OC(C(C(F)(F)F)(F)F)(F)F)F)(F)F)F)F (hexafluoropropene oxide trimer), F[C] (fluorocarbon), O (H2O). The solvent is COCCOCCOC (diglyme). Run at time 2.5 hour. The product is C(F)(F)(F)C(F)(F)C(F)(F)OC(F)(C(F)(F)F)C(F)(F)OC(F)(C(F)(F)F)C(=O)O (CF3CF2CF2OCF(CF3)CF2OCF(CF3)CO2H). RXN SMILES: [F-].[K+].[C:3](F)([C:5]([F:31])([O:10][C:11]([F:30])([F:29])[C:12]([F:28])([O:17][C:18]([F:27])([F:26])[C:19]([F:25])([F:24])[C:20]([F:23])([F:22])[F:21])[C:13]([F:16])([F:15])[F:14])[C:6]([F:9])([F:8])[F:7])=[O:4].F[C].[OH2:35]>COCCOCCOC>[C:20]([C:19]([C:18]([O:17][C:12]([C:11]([O:10][C:5]([C:3]([OH:4])=[O:35])([C:6]([F:7])([F:8])[F:9])[F:31])([F:30])[F:29])([C:13]([F:14])([F:16])[F:15])[F:28])([F:26])[F:27])([F:25])[F:24])([F:22])([F:23])[F:21] |f:0.1|. Reported procedure: A suspension of 58.1 g (1.0 mol) of flame-dried KF in 1400 ml of dry diglyme was stirred at 25° while 333 g (0.67 mol) of hexafluoropropene oxide trimer was added rapidly. The two-phase system was stirred at 25° for 2 hr, during which time about half of the fluorocarbon layer slowly dissolved. The mixture was stirred at 5°-10° while 230 g (1.0 mol) of 1 was added. The mixture was stirred at 5°-10° for 2.5 hr, then overnight at 25°, and poured into 2 l. of H2O. The aqueous layer was extracted wit... The reactants are ClC1=C(N=C2C(=N1)C=CC=N2)Cl (2,3-Dichloropyrido[3,2-b]pyrazine), C1(=CC=CC=C1)B(O)O (phenylboronic acid), C([O-])([O-])=O.[K+].[K+] (potassium carbonate). Reagents/catalysts: C=1C=CC(=CC1)[P](C=2C=CC=CC2)(C=3C=CC=CC3)[Pd]([P](C=4C=CC=CC4)(C=5C=CC=CC5)C=6C=CC=CC6)([P](C=7C=CC=CC7)(C=8C=CC=CC8)C=9C=CC=CC9)[P](C=1C=CC=CC1)(C=1C=CC=CC1)C=1C=CC=CC1 (tetrakis(triphenylphosphine)palladium(0)). Solvent: O1CCOCC1 (dioxane), O (water), O (water). Product: ClC=1N=C2C(=NC1C1=CC=CC=C1)N=CC=C2 (2-Chloro-3-phenylpyrido[2,3-b]pyrazine). As a reaction SMILES: [Cl:1][C:2]1[N:7]=[C:6]2[CH:8]=[CH:9][CH:10]=[N:11][C:5]2=[N:4][C:3]=1Cl.[C:13]1(B(O)O)[CH:18]=[CH:17][CH:16]=[CH:15][CH:14]=1.C(=O)([O-])[O-].[K+].[K+]>O1CCOCC1.O.C1C=CC([P]([Pd]([P](C2C=CC=CC=2)(C2C=CC=CC=2)C2C=CC=CC=2)([P](C2C=CC=CC=2)(C2C=CC=CC=2)C2C=CC=CC=2)[P](C2C=CC=CC=2)(C2C=CC=CC=2)C2C=CC=CC=2)(C2C=CC=CC=2)C2C=CC=CC=2)=CC=1>[Cl:1][C:2]1[N:7]=[C:6]2[CH:8]=[CH:9][CH:10]=[N:11][C:5]2=[N:4][C:3]=1[C:13]1[CH:18]=[CH:17][CH:16]=[CH:15][CH:14]=1 |f:2.3.4,^1:38,40,59,78|. Reported procedure: 2,3-Dichloropyrido[2,3-b]pyrazine (step 2) (500 mg, 2.5 mmol) in dry dioxane (10 ml), under nitrogen was treated with phenylboronic acid (305 mg, 2.5 mmol), potassium carbonate (691 mg, 5 mmol) in water (0.5 ml) and tetrakis(triphenylphosphine)palladium(0) (144 mg, 0.125 mmol). The resulting mixture was heated using microwave radiation at 100° C. for 1 hour. After cooling to RT, the mixture was diluted with water (100 ml) and extracted with DCM (×3). The combined organic extracts were washed wit... Reactants: CON(C([C@@H]([C@H]([C@@H](C(COCC1=CC=C(C=C1)OC)(COCC1=CC=C(C=C1)OC)O)OCC1=CC=CC=C1)OCC1=CC=CC=C1)OCC1=CC=CC=C1)=O)C ((2R,3S,4S)-2,3,4-tris-benzyloxy-5-hydroxy-6-(4-methoxy-benzyloxy)-5-(4-methoxy-benzyloxymethyl)-hexanoic acid methoxy-methyl-amide), O1CCCC1 (tetrahydrofuran), C(CCC)[Li] (n-Butyl lithium), O=O (oxygen), BrC=1C=CC(=C(CC2=CC=C(OC3COC3)C=C2)C1)F (3-[4-(5-Bromo-2-fluoro-benzyl)-phenoxy]-oxetane), O1CCCC1 (tetrahydrofuran), [Al] (aluminum). The solvent is C(C)OCC (diethyl ether). Run at temperature 10 celsius, time 1 hour. Product: C(C1=CC=CC=C1)OC1C(OC([C@H]([C@@H]1OCC1=CC=CC=C1)OCC1=CC=CC=C1)(COCC1=CC=C(C=C1)OC)COCC1=CC=C(C=C1)OC)(O)C1=CC(=C(C=C1)F)CC1=CC=C(C=C1)OC1COC1 ((4S,5S)-3,4,5-tris-benzyloxy-2-{4-fluoro-3-[4-(oxetan-3-yloxy)-benzyl]-phenyl}-6,6-bis-(4-methoxy-benzyloxymethyl)-tetrahydro-pyran-2-ol). Yield: 59.0%. As a reaction SMILES: [CH2:1]([Li])[CH2:2][CH2:3][CH3:4].O=O.Br[C:9]1[CH:10]=[CH:11][C:12]([F:27])=[C:13]([CH:26]=1)[CH2:14][C:15]1[CH:25]=[CH:24][C:18]([O:19][CH:20]2[CH2:23][O:22][CH2:21]2)=[CH:17][CH:16]=1.CON(C)[C:31](=[O:83])[C@H:32]([O:75]CC1C=CC=CC=1)[C@@H:33]([O:67][CH2:68][C:69]1[CH:74]=[CH:73][CH:72]=[CH:71][CH:70]=1)[C@H:34]([O:59][CH2:60][C:61]1[CH:66]=[CH:65][CH:64]=[CH:63][CH:62]=1)[C:35]([OH:58])([CH2:47][O:48][CH2:49][C:50]1[CH:55]=[CH:54][C:53]([O:56][CH3:57])=[CH:52][CH:51]=1)[CH2:36][O:37][CH2:38][C:39]1[CH:44]=[CH:43][C:42]([O:45][CH3:46])=[CH:41][CH:40]=1.[Al].O1C[CH2:89][CH2:88][CH2:87]1>C(OCC)C>[CH2:1]([O:75][CH:32]1[C@@H:33]([O:67][CH2:68][C:69]2[CH:70]=[CH:71][CH:72]=[CH:73][CH:74]=2)[C@H:34]([O:59][CH2:60][C:61]2[CH:66]=[CH:65][CH:64]=[CH:63][CH:62]=2)[C:35]([CH2:47][O:48][CH2:49][C:50]2[CH:51]=[CH:52][C:53]([O:56][CH3:57])=[CH:54][CH:55]=2)([CH2:36][O:37][CH2:38][C:39]2[CH:40]=[CH:41][C:42]([O:45][CH3:46])=[CH:43][CH:44]=2)[O:58][C:31]1([C:9]1[CH:10]=[CH:11][C:12]([F:27])=[C:13]([CH2:14][C:15]2[CH:25]=[CH:24][C:18]([O:19][CH:20]3[CH2:23][O:22][CH2:21]3)=[CH:17][CH:16]=2)[CH:26]=1)[OH:83])[C:2]1[CH:89]=[CH:88][CH:87]=[CH:4][CH:3]=1. Procedure details: n-Butyl lithium (1.12 mL, 2.5 M/hexanes, 3.0 equivalents) was added dropwise (1 drop every 5 seconds) to an oxygen degassed solution of 3-[4-(5-Bromo-2-fluoro-benzyl)-phenoxy]-oxetane (942.0 mg, 2.79 mmol) in anhydrous tetrahydrofuran (3.0 mL) at −78° C. and the resulting solution was stirred at this temperature for 1 hour. A solution of (2R,3S,4S)-2,3,4-tris-benzyloxy-5-hydroxy-6-(4-methoxy-benzyloxy)-5-(4-methoxy-benzyloxymethyl)-hexanoic acid methoxy-methyl-amide I-1g (725.0 mg, 0.930 mmol) i... Reactants: [H-].[Na+] (sodium hydride), O (water), NC=1SC=C(N1)C1=CC=C(C#N)C=C1 (4-(2-Amino-thiazol-4-yl)-benzonitrile), ClC(=O)OCCCl (2-chloroethyl chloroformate). Solvent: O1CCCC1 (tetrahydrofuran), O1CCCC1 (tetrahydrofuran). Conditions: time 1 hour. The product is O=C1OCCN1C=1SC=C(N1)C1=CC=C(C#N)C=C1 (4-[2-(2-Oxo-1,3-oxazolidin-3-yl)-1,3-thiazol-4-yl]benzonitrile). Yield: 10.0%. Reaction SMILES: [NH2:1][C:2]1[S:3][CH:4]=[C:5]([C:7]2[CH:14]=[CH:13][C:10]([C:11]#[N:12])=[CH:9][CH:8]=2)[N:6]=1.[H-].[Na+].Cl[C:18]([O:20][CH2:21][CH2:22]Cl)=[O:19].O>O1CCCC1>[O:19]=[C:18]1[N:1]([C:2]2[S:3][CH:4]=[C:5]([C:7]3[CH:8]=[CH:9][C:10]([C:11]#[N:12])=[CH:13][CH:14]=3)[N:6]=2)[CH2:22][CH2:21][O:20]1 |f:1.2|. Reported procedure: 4-(2-Amino-thiazol-4-yl)-benzonitrile (1.5 g, 7.4 mmol), prepared in the previous step, in dry tetrahydrofuran (10 mL) was added dropwise to a suspension of sodium hydride (0.6 g, ˜15 mmol, 60% in oil) in dry tetrahydrofuran (10 mL) at room temperature. After 1 h, 2-chloroethyl chloroformate (0.83 mL, 8 mmol) was added dropwise and the mixture heated under reflux. After 16 h, the mixture was cooled, poured carefully into water, which was extracted with ethyl acetate. The organic layer was separa...